describe an organic reaction: reactants, conditions, products, and yield From a dataset of the Open Reaction Database (ORD), a public repository of structured organic reaction records. Reactants: [Al+3], CCCN(C(=O)Cc1cccs1)C1CCc2cccc(OC)c2C1, CCOCC, [H-], [H-], [H-], [H-], [Li+]. Yields the product CCCN(CCc1cccs1)C1CCc2cccc(OC)c2C1. As a reaction SMILES: [Al+3:26].[CH3:1][O:2][c:3]1[cH:4][cH:5][cH:6][c:7]2[c:12]1[CH2:11][CH:10]([N:13]([C:14]([CH2:15][c:16]1[s:17][cH:18][cH:19][cH:20]1)=[O:21])[CH2:22][CH2:23][CH3:24])[CH2:9][CH2:8]2.[CH3:31][CH2:32][O:33][CH2:34][CH3:35].[H-:25].[H-:28].[H-:29].[H-:30].[Li+:27]>>[CH3:1][O:2][c:3]1[cH:4][cH:5][cH:6][c:7]2[c:12]1[CH2:11][CH:10]([N:13]([CH2:14][CH2:15][c:16]1[s:17][cH:18][cH:19][cH:20]1)[CH2:22][CH2:23][CH3:24])[CH2:9][CH2:8]2.